From a dataset of the Open Reaction Database (ORD), a public repository of structured organic reaction records. describe an organic reaction: reactants, conditions, products, and yield As a reaction SMILES: [CH2:1]([CH3:2])[CH:3]([CH:4]([OH:5])[c:6]1[cH:7][cH:8][n:9][n:10]1[S:11](=[O:12])(=[O:13])[c:14]1[cH:15][cH:16][c:17]([CH3:20])[cH:18][cH:19]1)[CH2:21][CH3:22].[CH2:71]1[O:72][CH2:73][CH2:74][CH2:75]1.[O:42]=[C:43]([O:44][CH2:45][CH3:46])[N:47]=[N:48][C:49]([O:50][CH2:51][CH3:52])=[O:53].[c:23]1([P:24]([c:25]2[cH:26][cH:27][cH:28][cH:29][cH:30]2)[c:31]2[cH:32][cH:33][cH:34][cH:35][cH:36]2)[cH:37][cH:38][cH:39][cH:40][cH:41]1.[c:54]1([P:55]([c:56]2[cH:57][cH:58][cH:59][cH:60][cH:61]2)(=[O:62])[N:68]=[N+:69]=[N-:70])[cH:63][cH:64][cH:65][cH:66][cH:67]1>>[CH2:1]([CH3:2])[CH:3]([CH:4]([c:6]1[cH:7][cH:8][n:9][n:10]1[S:11](=[O:12])(=[O:13])[c:14]1[cH:15][cH:16][c:17]([CH3:20])[cH:18][cH:19]1)[N:68]=[N+:69]=[N-:70])[CH2:21][CH3:22]. Reactants: CCC(CC)C(O)c1ccnn1S(=O)(=O)c1ccc(C)cc1, C1CCOC1, CCOC(=O)N=NC(=O)OCC, c1ccc(P(c2ccccc2)c2ccccc2)cc1, [N-]=[N+]=NP(=O)(c1ccccc1)c1ccccc1. Product: CCC(CC)C(N=[N+]=[N-])c1ccnn1S(=O)(=O)c1ccc(C)cc1. Yields the product C(#N)C1=NC(N=C1Cl)(Cl)Cl (4-cyano-2,2,5-trichloroimidazole). As a reaction SMILES: [Cl:1][C:2]1([Cl:9])[N:6]=[C:5](Cl)[C:4]([Cl:8])=[N:3]1.[Cu][C:11]#[N:12]>C1(C)C(C)=CC=CC=1>[C:11]([C:5]1[C:4]([Cl:8])=[N:3][C:2]([Cl:1])([Cl:9])[N:6]=1)#[N:12]. Procedure details: A mixture of 20.5 g (0.1 mol) of 2,2,4,5-tetrachloro-2H-imidazole, 41 g (0.5 mol) of anhydrous copper-(I) cyanide and 230 ml of anhydrous xylene was heated for about 30 hours at 110° - 120° C. After cooling, the reaction mixture was filtered and the brown residue was repeatedly washed with ether. The combined solutions were shaken with active charcoal and the resulting coloured solution was concentrated in vacuo. The concentrated solution was taken up in n-hexane and the product crystallised out... Starting materials: ClC1(N=C(C(=N1)Cl)Cl)Cl (2,2,4,5-tetrachloro-2H-imidazole), [Cu]C#N (copper-(I) cyanide). Yield: 40.2%. Run in C=1(C(=CC=CC1)C)C (xylene). The reactants are C(C)(=O)OCC (ethyl acetate), COC(C1=C(C=CC=C1)CBr)=O (2-bromomethyl-benzoic acid methyl ester), C1(=CC=C(C=C1)CN)C1=CC=CC=C1 (C-biphenyl-4-yl-methylamine), C(=O)([O-])[O-].[K+].[K+] (K2CO3). Run at temperature 100 celsius, time 2 hour. The yield is 52.8%. Reported procedure: A mixture of 2-bromomethyl-benzoic acid methyl ester (0.115 g, 0.5 mmol), C-biphenyl-4-yl-methylamine (0.110 g, 0.6 mmol), and K2CO3 (0.207 g, 1.5 mmol) in toluene (3 mL) was heated with stirring at 100° C. for 2 h. Workup and silica gel column chromatography using 30% ethyl acetate in hexane afforded 2-biphenyl-4-ylmethyl-2,3-dihydro-isoindol-1-one (0.079 g, 53%). 1H NMR (300 MHz, CDCl3): δ (ppm) 4.26 (s, 2H), 4.84 (s, 2H), 7.32-7.56 (m, 12H), 7.89 (d, 1H). GC-MS: m/z 299 (M)+. The solvent is C1(=CC=CC=C1)C (toluene), CCCCCC (hexane). As a reaction SMILES: CO[C:3](=[O:12])[C:4]1[CH:9]=[CH:8][CH:7]=[CH:6][C:5]=1[CH2:10]Br.[C:13]1([C:21]2[CH:26]=[CH:25][CH:24]=[CH:23][CH:22]=2)[CH:18]=[CH:17][C:16]([CH2:19][NH2:20])=[CH:15][CH:14]=1.C([O-])([O-])=O.[K+].[K+].C(OCC)(=O)C>C1(C)C=CC=CC=1.CCCCCC>[C:13]1([C:21]2[CH:22]=[CH:23][CH:24]=[CH:25][CH:26]=2)[CH:14]=[CH:15][C:16]([CH2:19][N:20]2[CH2:10][C:5]3[C:4](=[CH:9][CH:8]=[CH:7][CH:6]=3)[C:3]2=[O:12])=[CH:17][CH:18]=1 |f:2.3.4|. Yields the product C1(=CC=C(C=C1)CN1C(C2=CC=CC=C2C1)=O)C1=CC=CC=C1 (2-biphenyl-4-ylmethyl-2,3-dihydro-isoindol-1-one). The reactants are C(#N)C(CCN(C)CCC=1C=CC2=C(CCO2)C1)(C1=CC=CC=C1)C1=CC=CC=C1 (1-cyano-1,1-diphenyl-3-[N-{2-(2,3-dihydrobenzofur-5-yl)ethyl}-N-methylamino]propane), [OH-].[K+] (potassium hydroxide), C(C)O (ethanol). Run in O (water). Run at temperature 140 celsius. Product: O1CCC2=C1C=CC(=C2)CCN(C)CCC(C(=O)N)(C2=CC=CC=C2)C2=CC=CC=C2 (4-[N-(2-{2,3-dihydrobenzofur-5yl}ethyl)-N-methylamino]-2,2-diphenylbutanamide). RXN SMILES: [C:1]([C:3]([C:25]1[CH:30]=[CH:29][CH:28]=[CH:27][CH:26]=1)([C:19]1[CH:24]=[CH:23][CH:22]=[CH:21][CH:20]=1)[CH2:4][CH2:5][N:6]([CH2:8][CH2:9][C:10]1[CH:11]=[CH:12][C:13]2[O:17][CH2:16][CH2:15][C:14]=2[CH:18]=1)[CH3:7])#[N:2].[OH-].[K+].C([OH:35])C>O>[O:17]1[C:13]2[CH:12]=[CH:11][C:10]([CH2:9][CH2:8][N:6]([CH2:5][CH2:4][C:3]([C:25]3[CH:30]=[CH:29][CH:28]=[CH:27][CH:26]=3)([C:19]3[CH:20]=[CH:21][CH:22]=[CH:23][CH:24]=3)[C:1]([NH2:2])=[O:35])[CH3:7])=[CH:18][C:14]=2[CH2:15][CH2:16]1 |f:1.2|. Procedure details: A mixture containing 1-cyano-1,1-diphenyl-3-[N-{2-(2,3-dihydrobenzofur-5-yl)ethyl}-N-methylamino]propane (0.087 g), potassium hydroxide (0.074 g), ethanol (6 ml) and water (6 ml) was heated at 140° C. in a stainless steel pressure vessel for 48 hours. On cooling to room temperature the mixture was concentrated in vacuo. Water (20 ml) was added to the residue and the mixture was extracted with dichloromethane (3×20 ml). The combined dichloromethane extracts were dried (Na2SO4) and concentrated in... The reactants are OC[C@@H]1OC2(CC2)CC1 ((5R)-5-(hydroxymethyl)-4-oxaspiro[2.4]heptane), Et3N-, CS(=O)(=O)Cl (MsCl). Run in C(Cl)Cl (CH2Cl2). Conditions: time 2 hour. Yields the product CS(=O)(=O)OC[C@@H]1OC2(CC2)CC1 (((5R)-4-oxaspiro[2.4]heptane-5-yl)methyl methanesulfonate). Reaction SMILES: [OH:1][CH2:2][C@H:3]1[CH2:9][CH2:8][C:5]2([CH2:7][CH2:6]2)[O:4]1.[CH3:10][S:11](Cl)(=[O:13])=[O:12]>C(Cl)Cl>[CH3:10][S:11]([O:1][CH2:2][C@H:3]1[CH2:9][CH2:8][C:5]2([CH2:7][CH2:6]2)[O:4]1)(=[O:13])=[O:12]. Procedure: To a mixture of (5R)-5-(hydroxymethyl)-4-oxaspiro[2.4]heptane (116 mg, 0.9 mmol) and Et3N-(183.8 mg, 1.82 mmol, Shantou Xilong chemical factory) in dry CH2Cl2 (6 mL) at −10° C. under N2, was added MsCl (203 mg, 1.4 mmol, Shanghai Haiqu chemical Ltd.) dropwise via a syringe. After stirring for 2 hrs at rt, the reaction was quenched with water ice (3 mL), and the water phases were extracted with CH2Cl2 (20 mL×2). The combined organic phases were dried over Na2SO4, and concentrated in vacuo to give... Starting materials: C(CCC=C)N1C(=O)N(C=2N=CN(C2C1=O)C)C (1-(4-pentenyl)-3,7-dimethylxanthine), C[N+]1(CCOCC1)[O-] (4-methylmorpholine-N-oxide), potassium osmate dihydrate, CC(=O)C (acetone), S(=O)([O-])[O-].[Na+].[Na+] (sodium sulphite). The solvent is O (water). Run at time 30 minute. Product: OC(CCCN1C(=O)N(C=2N=CN(C2C1=O)C)C)CO (1-(4,5-dihydroxypentyl)-3,7-dimethylxanthine). Yield: 88.0%. As a reaction SMILES: [CH2:1]([N:6]1[C:15](=[O:16])[C:14]2[N:13]([CH3:17])[CH:12]=[N:11][C:10]=2[N:9]([CH3:18])[C:7]1=[O:8])[CH2:2]CC=C.C[N+]1([O-])CC[O:23]CC1.S([O-])([O-])=O.[Na+].[Na+].[CH3:33][C:34]([CH3:36])=[O:35]>O>[OH:35][CH:34]([CH2:36][OH:23])[CH2:33][CH2:2][CH2:1][N:6]1[C:15](=[O:16])[C:14]2[N:13]([CH3:17])[CH:12]=[N:11][C:10]=2[N:9]([CH3:18])[C:7]1=[O:8] |f:2.3.4|. Procedure: A solution of 1-(4-pentenyl)-3,7-dimethylxanthine (2.48 g, 10 mmol), 4-methylmorpholine-N-oxide (1.49 g, 12.7 mmol) and potassium osmate dihydrate (7.3 mg; 0.02 mmol) in acetone (20 mL) and water (5 mL) was stirred for 6 hours. A solution of 20% aqueous sodium sulphite (10 ml) was added and stirred for 30 minutes. The reaction mixture was extracted with 25% ethanol/dichioromethane (4×250 mL). The combined organic extracts were dried over anhydrous magnesium sulfate and concentrated under reduced...